From a dataset of the Open Reaction Database (ORD), a public repository of structured organic reaction records. describe an organic reaction: reactants, conditions, products, and yield The reactants are [H][H] (hydrogen), [H][H] (hydrogen), C(CCCCCCCCCCCCCCC)NC1=CC=C(CCC(=O)OC2COC(OC2)C2=CC=CC=C2)C=C1 (2-phenyl-1,3-dioxan-5-yl 4-(hexadecylamino)hydrocinnamate). Reagents/catalysts: [Pd] (palladium-on-carbon). Run in C(C)(=O)O (acetic acid). Yields the product C(CCCCCCCCCCCCCCC)NC1=CC=C(CCC(=O)OC(CO)CO)C=C1 (2-Hydroxy-1-(hydroxymethyl)ethyl 4-(hexadecylamino)hydrocinnamate). As a reaction SMILES: [CH2:1]([NH:17][C:18]1[CH:40]=[CH:39][C:21]([CH2:22][CH2:23][C:24]([O:26][CH:27]2[CH2:32][O:31]C(C3C=CC=CC=3)[O:29][CH2:28]2)=[O:25])=[CH:20][CH:19]=1)[CH2:2][CH2:3][CH2:4][CH2:5][CH2:6][CH2:7][CH2:8][CH2:9][CH2:10][CH2:11][CH2:12][CH2:13][CH2:14][CH2:15][CH3:16].[H][H]>[Pd].C(O)(=O)C>[CH2:1]([NH:17][C:18]1[CH:19]=[CH:20][C:21]([CH2:22][CH2:23][C:24]([O:26][CH:27]([CH2:28][OH:29])[CH2:32][OH:31])=[O:25])=[CH:39][CH:40]=1)[CH2:2][CH2:3][CH2:4][CH2:5][CH2:6][CH2:7][CH2:8][CH2:9][CH2:10][CH2:11][CH2:12][CH2:13][CH2:14][CH2:15][CH3:16]. Procedure: A mixture of 2-phenyl-1,3-dioxan-5-yl 4-(hexadecylamino)hydrocinnamate, 10% palladium-on-carbon and acetic acid is treated with hydrogen in a Parr apparatus at room temperature until hydrogen uptake ceases. The mixture is filtered and the filtrate is evaporated. Recrystallization of the residue from chloroform provides the title compound.